This data is from the Open Reaction Database (ORD), a public repository of structured organic reaction records. The task is: describe an organic reaction: reactants, conditions, products, and yield The reactants are C(C)(=O)OC1C2=CC=CC=C2OC=2C=CC=CC12 (9-acetoxyxanthene), CN(C1CNCCC1)C (3-dimethylaminopiperidine). Solvent: C1=CC=CC=C1 (benzene). The product is C1=CC=CC=2OC3=CC=CC=C3C(C12)N1CC(CCC1)N(C)C (1-(9-xanthenyl)-3-dimethylaminopiperidine). Reaction SMILES: C(O[CH:5]1[C:18]2[CH:17]=[CH:16][CH:15]=[CH:14][C:13]=2[O:12][C:11]2[C:6]1=[CH:7][CH:8]=[CH:9][CH:10]=2)(=O)C.[CH3:19][N:20]([CH3:27])[CH:21]1[CH2:26][CH2:25][CH2:24][NH:23][CH2:22]1>C1C=CC=CC=1>[CH:7]1[C:6]2[CH:5]([N:23]3[CH2:24][CH2:25][CH2:26][CH:21]([N:20]([CH3:27])[CH3:19])[CH2:22]3)[C:18]3[C:13](=[CH:14][CH:15]=[CH:16][CH:17]=3)[O:12][C:11]=2[CH:10]=[CH:9][CH:8]=1. Procedure: A solution of 9.92 g. (41.3 mmoles) of 9-acetoxyxanthene and 5.9 g. (46.1 mmoles) of 3-dimethylaminopiperidine in 200 ml. of benzene was refluxed for 18 hours. The mixture was then washed with aqueous sodium bicarbonate solution, dried, and evaporated. Chromatography on alumina (chloroform eluant) afforded 1-(9-xanthenyl)-3-dimethylaminopiperidine, as a colorless oil. Product: Cc1nc(N2CCNCC2)nc2[nH]c(-c3c(NCC(O)c4cccc(Cl)c4)cc[nH]c3=O)nc12. RXN SMILES: [C:1]([O:2][C:3](=[O:4])[N:8]1[CH2:9][CH2:10][N:11]([c:14]2[n:15][c:16]([CH3:41])[c:17]3[n:18][c:19](-[c:23]4[c:24](=[O:40])[nH:25][cH:26][cH:27][c:28]4[NH:29][CH2:30][CH:31]([OH:32])[c:33]4[cH:34][c:35]([Cl:39])[cH:36][cH:37][cH:38]4)[nH:20][c:21]3[n:22]2)[CH2:12][CH2:13]1)([CH3:5])([CH3:6])[CH3:7].[Cl:42][CH2:43][Cl:44]>>[NH:8]1[CH2:9][CH2:10][N:11]([c:14]2[n:15][c:16]([CH3:41])[c:17]3[n:18][c:19](-[c:23]4[c:24](=[O:40])[nH:25][cH:26][cH:27][c:28]4[NH:29][CH2:30][CH:31]([OH:32])[c:33]4[cH:34][c:35]([Cl:39])[cH:36][cH:37][cH:38]4)[nH:20][c:21]3[n:22]2)[CH2:12][CH2:13]1. Starting materials: Cc1nc(N2CCN(C(=O)OC(C)(C)C)CC2)nc2[nH]c(-c3c(NCC(O)c4cccc(Cl)c4)cc[nH]c3=O)nc12, ClCCl. Starting materials: S(=S)(=O)([O-])[O-].[Na+].[Na+] (sodium thiosulfate), C([O-])(O)=O.[Na+] (sodium bicarbonate), CN1CC=2N(C3=C(C1=O)C(=CC=C3)C)C=NC2 (4,5-dihydro-5,7-dimethyl-6H -imidazo[1,5-a][1,4]benzodiazepin-6-one), II (iodine). Solvent: O (water), CN(C=O)C (N,N-dimethylformamide), C(Cl)Cl (methylene chloride). Product: IC=1N=CN2C1CN(C(C1=C2C=CC=C1C)=O)C (4,5-dihydro-3-iodo-5,7-dimethyl-6H-imidazo[1,5-a][1,4]benzodiazepin-6-one). RXN SMILES: [CH3:1][N:2]1[C:8](=[O:9])[C:7]2[C:10]([CH3:14])=[CH:11][CH:12]=[CH:13][C:6]=2[N:5]2[CH:15]=[N:16][CH:17]=[C:4]2[CH2:3]1.[I:18]I.S([O-])([O-])(=O)=S.[Na+].[Na+].C(=O)(O)[O-].[Na+]>CN(C)C=O.C(Cl)Cl.O>[I:18][C:17]1[N:16]=[CH:15][N:5]2[C:6]3[CH:13]=[CH:12][CH:11]=[C:10]([CH3:14])[C:7]=3[C:8](=[O:9])[N:2]([CH3:1])[CH2:3][C:4]=12 |f:2.3.4,5.6|. Reported procedure: 15.85 g (69.7 mmol) of 4,5-dihydro-5,7-dimethyl-6H -imidazo[1,5-a][1,4]benzodiazepin-6-one were heated to 95° for 2.5 hours with 67 g (264 mmol) of iodine in 100 ml of N,N-dimethylformamide. The reaction mixture was then poured into 450 ml of water, treated with methylene chloride, decolorized with sodium thiosulfate and neutralized with sodium bicarbonate. The aqueous phase was separated and extracted six times with methylene chloride. The combined organic phases were washed three times with wa... Starting materials: OC=1C=NC(=NC1)C=1C=C(C=CC1)C(C)=O (1-[3-(5-hydroxypyrimidin-2-yl)phenyl]ethanone), N(=NC(=O)OC(C)(C)C)C(=O)OC(C)(C)C (di-tert-butyl azodicarboxylate), ice H2O, N#N (N2), [Cl-].[Cl-].[Ca+2] (CaCl2), CN(CCCO)C (3-(dimethylamino)-1-propanol), C1(=CC=CC=C1)P(C1=CC=CC=C1)C1=CC=CC=C1 (triphenylphosphine). The solvent is C1CCOC1 (THF). Conditions: time 30 minute. Yields the product CN(CCCOC=1C=NC(=NC1)C=1C=C(C=CC1)C(C)=O)C (1-{3-[5-(3-dimethylaminopropoxy)pyrimidin-2-yl]-phenyl}ethanone). As a reaction SMILES: [OH:1][C:2]1[CH:3]=[N:4][C:5]([C:8]2[CH:9]=[C:10]([C:14](=[O:16])[CH3:15])[CH:11]=[CH:12][CH:13]=2)=[N:6][CH:7]=1.N#N.[Cl-].[Cl-].[Ca+2].[CH3:22][N:23]([CH3:28])[CH2:24][CH2:25][CH2:26]O.C1(P(C2C=CC=CC=2)C2C=CC=CC=2)C=CC=CC=1.N(C(OC(C)(C)C)=O)=NC(OC(C)(C)C)=O>C1COCC1>[CH3:22][N:23]([CH3:28])[CH2:24][CH2:25][CH2:26][O:1][C:2]1[CH:7]=[N:6][C:5]([C:8]2[CH:9]=[C:10]([C:14](=[O:16])[CH3:15])[CH:11]=[CH:12][CH:13]=2)=[N:4][CH:3]=1 |f:2.3.4|. Procedure: 2.4 g of 1-[3-(5-hydroxypyrimidin-2-yl)phenyl]ethanone (11.2 mmol) are suspended in 40 ml of abs. THF in an N2-flushed apparatus with CaCl2 protection, 1.576 ml of 3-(dimethylamino)-1-propanol (13.44 mmol) and 5.602 g of polymer-bound triphenylphosphine (16.81 mmol) are added, and the mixture is stirred at RT for 30 min. 3.87 g of di-tert-butyl azodicarboxylate (16.81 mmol) are added with ice/H2O cooling and stirring, and the mixture is stirred at RT for a further 2 h. For work-up, the polymer i... Starting materials: ClC1=C2C(=NC(=C1)Cl)SC=C2C2=CC=CC=C2 (4,6-dichloro-3-phenyl-thieno[2,3-b]pyridine), NCC1=NC=CC=C1 (2-aminomethylpyridine). Solvent: CN1CCCC1=O (NMP), O (water), C(Cl)Cl (DCM). Run at temperature 200 celsius. Product: ClC1=CC(=C2C(=N1)SC=C2C2=CC=CC=C2)NCC2=NC=CC=C2 ((6-chloro-3-phenyl-thieno[2,3-b]pyridin-4-yl)-pyridin-2-ylmethyl-amine). RXN SMILES: Cl[C:2]1[CH:7]=[C:6]([Cl:8])[N:5]=[C:4]2[S:9][CH:10]=[C:11]([C:12]3[CH:17]=[CH:16][CH:15]=[CH:14][CH:13]=3)[C:3]=12.[NH2:18][CH2:19][C:20]1[CH:25]=[CH:24][CH:23]=[CH:22][N:21]=1>CN1C(=O)CCC1.O.C(Cl)Cl>[Cl:8][C:6]1[N:5]=[C:4]2[S:9][CH:10]=[C:11]([C:12]3[CH:17]=[CH:16][CH:15]=[CH:14][CH:13]=3)[C:3]2=[C:2]([NH:18][CH2:19][C:20]2[CH:25]=[CH:24][CH:23]=[CH:22][N:21]=2)[CH:7]=1. Procedure: A mixture of 4,6-dichloro-3-phenyl-thieno[2,3-b]pyridine (400 mg, 1.43 mmol) and 2-aminomethylpyridine (294 μl, 1.86 mmol) in NMP (1 ml) were heated in the microwave at 200° C. for 1 h. The reaction was diluted with water (30 ml) and DCM (30 ml). The DCM layer was separated and washed with water (6×50 ml), dried (Na2SO4), and concentrated. The residue was columned on silica, eluting (EtOAc/Hexane 0-100%). The first isolated fraction gave (6-chloro-3-phenyl-thieno[2,3-b]pyridin-4-yl)-pyridin-2-yl... The reactants are CO, CC(C)(C)c1cc2cc(NC(=O)C3(c4ccc5c(c4)OC(F)(F)O5)CC3)ccc2n1CC(O)CN=[N+]=[N-]. Yields the product CC(C)(C)c1cc2cc(NC(=O)C3(c4ccc5c(c4)OC(F)(F)O5)CC3)ccc2n1CC(O)CN. As a reaction SMILES: [CH3:38][OH:39].[N:1](=[N+:2]=[N-:3])[CH2:4][CH:5]([CH2:6][n:7]1[c:8]([C:33]([CH3:34])([CH3:35])[CH3:36])[cH:9][c:10]2[cH:11][c:12]([NH:16][C:17](=[O:18])[C:19]3([c:22]4[cH:23][c:24]5[c:25]([cH:31][cH:32]4)[O:26][C:27]([F:29])([F:30])[O:28]5)[CH2:20][CH2:21]3)[cH:13][cH:14][c:15]12)[OH:37]>>[NH2:1][CH2:4][CH:5]([CH2:6][n:7]1[c:8]([C:33]([CH3:34])([CH3:35])[CH3:36])[cH:9][c:10]2[cH:11][c:12]([NH:16][C:17](=[O:18])[C:19]3([c:22]4[cH:23][c:24]5[c:25]([cH:31][cH:32]4)[O:26][C:27]([F:29])([F:30])[O:28]5)[CH2:20][CH2:21]3)[cH:13][cH:14][c:15]12)[OH:37]. The reactants are C1CCOC1, CCOC(C)=O, COC(=O)c1ccc2c(C3CCCCC3)c(C(O)CO)n(CC(=O)N(C)C)c2c1, [O-][I+3]([O-])([O-])[O-], [Na+], O, O=C(O)CC(O)(CC(=O)O)C(=O)O. The product is COC(=O)c1ccc2c(C3CCCCC3)c(C=O)n(CC(=O)N(C)C)c2c1. Reaction SMILES: [CH2:36]1[O:37][CH2:38][CH2:39][CH2:40]1.[CH3:42][CH2:43][O:44][C:45]([CH3:46])=[O:47].[CH:1]1([c:7]2[c:8]([CH:26]([CH2:27][OH:28])[OH:29])[n:9]([CH2:20][C:21](=[O:22])[N:23]([CH3:24])[CH3:25])[c:10]3[cH:11][c:12]([C:16](=[O:17])[O:18][CH3:19])[cH:13][cH:14][c:15]23)[CH2:2][CH2:3][CH2:4][CH2:5][CH2:6]1.[I+3:30]([O-:31])([O-:32])([O-:33])[O-:34].[Na+:35].[OH2:41].[OH:48][C:49]([CH2:50][C:51]([C:52](=[O:53])[OH:54])([CH2:55][C:56](=[O:57])[OH:58])[OH:59])=[O:60]>>[CH:1]1([c:7]2[c:8]([CH:26]=[O:29])[n:9]([CH2:20][C:21](=[O:22])[N:23]([CH3:24])[CH3:25])[c:10]3[cH:11][c:12]([C:16](=[O:17])[O:18][CH3:19])[cH:13][cH:14][c:15]23)[CH2:2][CH2:3][CH2:4][CH2:5][CH2:6]1.